Dataset: the Open Reaction Database (ORD), a public repository of structured organic reaction records. Task: describe an organic reaction: reactants, conditions, products, and yield The reactants are O=C([O-])[O-], CN(C)C=O, CN1CCNS1(=O)=O, [K+], [K+], O=[N+]([O-])c1ccc(CBr)cc1, O. Product: CN1CCN(Cc2ccc([N+](=O)[O-])cc2)S1(=O)=O. As a reaction SMILES: [C:1](=[O:2])([O-:3])[O-:4].[CH3:27][N:28]([CH3:29])[CH:30]=[O:31].[CH3:7][N:8]1[S:9](=[O:13])(=[O:14])[NH:10][CH2:11][CH2:12]1.[K+:5].[K+:6].[O-:15][N+:16](=[O:17])[c:18]1[cH:19][cH:20][c:21]([CH2:22][Br:23])[cH:24][cH:25]1.[OH2:26]>>[CH3:7][N:8]1[S:9](=[O:13])(=[O:14])[N:10]([CH2:22][c:21]2[cH:20][cH:19][c:18]([N+:16]([O-:15])=[O:17])[cH:25][cH:24]2)[CH2:11][CH2:12]1. Reactants: [Br-], O=Cc1ccc(F)cc1, OC(c1ccccc1)c1ccc(Cl)cc1C(F)(F)F, FC(F)(F)c1ccccc1[Mg+]. The product is OC(c1ccc(F)cc1)c1ccccc1C(F)(F)F. RXN SMILES: [Br-:1].[F:13][c:14]1[cH:15][cH:16][c:17]([CH:18]=[O:19])[cH:20][cH:21]1.[F:22][C:23]([F:24])([F:25])[c:26]1[cH:27][c:28]([Cl:29])[cH:30][cH:31][c:32]1[CH:33]([OH:34])[c:35]1[cH:36][cH:37][cH:38][cH:39][cH:40]1.[F:2][C:3]([c:4]1[c:5]([Mg+:10])[cH:6][cH:7][cH:8][cH:9]1)([F:11])[F:12]>>[F:2][C:3]([c:4]1[c:5]([CH:18]([c:17]2[cH:16][cH:15][c:14]([F:13])[cH:21][cH:20]2)[OH:19])[cH:6][cH:7][cH:8][cH:9]1)([F:11])[F:12]. The reactants are Cc1nc(N2CC(C)N(Cc3ccc(F)cc3)C2=O)sc1C(=O)O, Cc1nc(N2CC(C)N(Cc3ccc(F)cc3)C2=O)sc1C(=O)O, NCc1cc(F)cc(F)c1, NCc1cccnc1. Product: Cc1nc(N2CC(C)N(Cc3ccc(F)cc3)C2=O)sc1C(=O)NCc1cc(F)cc(F)c1. RXN SMILES: [F:19][c:20]1[cH:21][cH:22][c:23]([CH2:24][N:25]2[C:26](=[O:40])[N:27]([c:31]3[s:32][c:33]([C:37](=[O:38])[OH:39])[c:34]([CH3:36])[n:35]3)[CH2:28][CH:29]2[CH3:30])[cH:41][cH:42]1.[F:43][c:44]1[cH:45][cH:46][c:47]([CH2:48][N:49]2[CH:50]([CH3:51])[CH2:52][N:53]([c:54]3[s:55][c:56]([C:57]([OH:58])=[O:59])[c:60]([CH3:61])[n:62]3)[C:63]2=[O:64])[cH:65][cH:66]1.[F:9][c:10]1[cH:11][c:12]([CH2:17][NH2:18])[cH:13][c:14]([F:16])[cH:15]1.[n:1]1[cH:2][cH:3][cH:4][c:5]([CH2:6][NH2:7])[cH:8]1>>[F:9][c:10]1[cH:11][c:12]([CH2:17][NH:18][C:37]([c:33]2[s:32][c:31]([N:27]3[C:26](=[O:40])[N:25]([CH2:24][c:23]4[cH:22][cH:21][c:20]([F:19])[cH:42][cH:41]4)[CH:29]([CH3:30])[CH2:28]3)[n:35][c:34]2[CH3:36])=[O:38])[cH:13][c:14]([F:16])[cH:15]1. Reactants: [Al+3], CCOCC, [H-], [H-], [H-], [H-], [Li+], [Na+], [Na+], O=S(=O)([O-])[O-], C1CCOC1, CCOC(=O)c1cn(C2CCC(C)(O)CC2)cn1. Product: CC1(O)CCC(n2cnc(C=O)c2)CC1. Reaction SMILES: [Al+3:2].[CH3:30][CH2:31][O:32][CH2:33][CH3:34].[H-:1].[H-:4].[H-:5].[H-:6].[Li+:3].[Na+:35].[Na+:36].[O-:37][S:38](=[O:39])(=[O:40])[O-:41].[O:25]1[CH2:26][CH2:27][CH2:28][CH2:29]1.[OH:7][C:8]1([CH3:24])[CH2:9][CH2:10][CH:11]([n:14]2[cH:15][n:16][c:17]([C:19](=[O:20])[O:21][CH2:22][CH3:23])[cH:18]2)[CH2:12][CH2:13]1>>[OH:7][C:8]1([CH3:24])[CH2:9][CH2:10][CH:11]([n:14]2[cH:15][n:16][c:17]([CH:19]=[O:20])[cH:18]2)[CH2:12][CH2:13]1. Reactants: [Al+3], O=C1CCCc2nc3ccccc3c(NCc3ccc(OCc4ccccc4)cc3)c21, [H-], [H-], [H-], [H-], [Li+], C1CCOC1. The product is OC1CCCc2nc3ccccc3c(NCc3ccc(OCc4ccccc4)cc3)c21. As a reaction SMILES: [Al+3:33].[CH2:1]([c:2]1[cH:3][cH:4][cH:5][cH:6][cH:7]1)[O:8][c:9]1[cH:10][cH:11][c:12]([CH2:13][NH:14][c:15]2[c:16]3[cH:17][cH:18][cH:19][cH:20][c:21]3[n:22][c:23]3[c:28]2[C:27](=[O:29])[CH2:26][CH2:25][CH2:24]3)[cH:30][cH:31]1.[H-:32].[H-:35].[H-:36].[H-:37].[Li+:34].[O:38]1[CH2:39][CH2:40][CH2:41][CH2:42]1>>[CH2:1]([c:2]1[cH:3][cH:4][cH:5][cH:6][cH:7]1)[O:8][c:9]1[cH:10][cH:11][c:12]([CH2:13][NH:14][c:15]2[c:16]3[cH:17][cH:18][cH:19][cH:20][c:21]3[n:22][c:23]3[c:28]2[CH:27]([OH:29])[CH2:26][CH2:25][CH2:24]3)[cH:30][cH:31]1. Starting materials: C1=CC(CCC1)OC1=CC=C2C=CC=C(C2=C1)CCNC(=O)C1CC1 (N-{2-[7-(CYCLOHEXEN-3-YL)OXY-1-NAPHTHYL]ETHYL}CYCLOPROPANECARBOXAMIDE), C1=CC(CCC1)OC1=CC=C2C=CC=C(C2=C1)CCNC(=O)C1CCC1 (N-{2-[7-(cyclohexen-3-yl)oxy-1-naphthyl]ethyl}cyclobutanecarboxamide). Yields the product C1(CCCCC1)OC1=CC=C2C=CC=C(C2=C1)CCNC(=O)C1CCC1 (N-[2-(7-cyclohexyloxy-1-naphthyl)ethyl]cyclobutanecarboxamide). As a reaction SMILES: C1CCCC(OC2C=C3C(C=CC=C3CCNC(C3CC3)=O)=CC=2)C=1.[CH:26]1[CH2:31][CH2:30][CH2:29][CH:28]([O:32][C:33]2[CH:42]=[C:41]3[C:36]([CH:37]=[CH:38][CH:39]=[C:40]3[CH2:43][CH2:44][NH:45][C:46]([CH:48]3[CH2:51][CH2:50][CH2:49]3)=[O:47])=[CH:35][CH:34]=2)[CH:27]=1>>[CH:28]1([O:32][C:33]2[CH:42]=[C:41]3[C:36]([CH:37]=[CH:38][CH:39]=[C:40]3[CH2:43][CH2:44][NH:45][C:46]([CH:48]3[CH2:49][CH2:50][CH2:51]3)=[O:47])=[CH:35][CH:34]=2)[CH2:27][CH2:26][CH2:31][CH2:30][CH2:29]1. Procedure: Using the procedure described in Example 28, but replacing the compound obtained in Example 25 by the compound obtained in Example 42, N-[2-(7-cyclohexyloxy-1-naphthyl)ethyl]cyclobutanecarboxamide is obtained.